From a dataset of the Open Reaction Database (ORD), a public repository of structured organic reaction records. describe an organic reaction: reactants, conditions, products, and yield The reactants are C(C1=CC=CC=C1)N1[C@H](CN(CC1)CC1=CC=CC=C1)CCC1=C(C=CC=C1)C(F)(F)F ((S)-1,4-dibenzyl-2-[2-(2-trifluoromethyl-phenyl)-ethyl]-piperazine), C(=O)[O-].[NH4+] (ammonium formate). The reagents and catalysts are [Pd] (Pd/C). The solvent is C(C)O (ethanol). Run at time 3 hour. The product is FC(C1=C(C=CC=C1)CC[C@@H]1NCCNC1)(F)F ((S)-2-[2-(2-Trifluoromethyl-phenyl)-ethyl]-piperazine). Isolated yield 93.3%. As a reaction SMILES: C([N:8]1[CH2:13][CH2:12][N:11](CC2C=CC=CC=2)[CH2:10][C@@H:9]1[CH2:21][CH2:22][C:23]1[CH:28]=[CH:27][CH:26]=[CH:25][C:24]=1[C:29]([F:32])([F:31])[F:30])C1C=CC=CC=1.C([O-])=O.[NH4+]>[Pd].C(O)C>[F:32][C:29]([F:30])([F:31])[C:24]1[CH:25]=[CH:26][CH:27]=[CH:28][C:23]=1[CH2:22][CH2:21][C@H:9]1[CH2:10][NH:11][CH2:12][CH2:13][NH:8]1 |f:1.2|. Procedure details: Combine (S)-1,4-dibenzyl-2-[2-(2-trifluoromethyl-phenyl)-ethyl]-piperazine (2.66 g, 6.06 mmol), ammonium formate (1.91 g, 30.31 mmol), 5% Pd/C (293.3 mg), and ethanol (100 ml). Stir and heat the mixture at reflux. After 3 hrs, cool to ambient temperature and remove the catalyst by vacuum filtration through celite. Reduce the filtrate to residue. Purify the residue on silica gel using dichloromethane/2N ammonia in methanol (90:10) to give 1.46 g (93%) of the title compound as a white solid: mp 43...